This data is from the Open Reaction Database (ORD), a public repository of structured organic reaction records. The task is: describe an organic reaction: reactants, conditions, products, and yield Product: CS(=O)(=O)NCc1ccc2c(C(=O)Nc3ccc(-c4nnn[nH]4)cc3)nn(Cc3ccc(OC(F)F)cc3)c2c1. Starting materials: Cl, CS(=O)(=O)NCc1ccc2c(C(=O)O)nn(Cc3ccc(OC(F)F)cc3)c2c1, Nc1ccc(-c2nnn[nH]2)cc1. Reaction SMILES: [ClH:30].[F:1][CH:2]([O:3][c:4]1[cH:5][cH:6][c:7]([CH2:8][n:9]2[n:10][c:11]([C:24](=[O:25])[OH:26])[c:12]3[cH:13][cH:14][c:15]([CH2:18][NH:19][S:20](=[O:21])(=[O:22])[CH3:23])[cH:16][c:17]23)[cH:27][cH:28]1)[F:29].[nH:31]1[n:32][n:33][n:34][c:35]1-[c:36]1[cH:37][cH:38][c:39]([NH2:42])[cH:40][cH:41]1>>[F:1][CH:2]([O:3][c:4]1[cH:5][cH:6][c:7]([CH2:8][n:9]2[n:10][c:11]([C:24](=[O:25])[NH:42][c:39]3[cH:38][cH:37][c:36](-[c:35]4[n:31][n:32][n:33][nH:34]4)[cH:41][cH:40]3)[c:12]3[cH:13][cH:14][c:15]([CH2:18][NH:19][S:20](=[O:21])(=[O:22])[CH3:23])[cH:16][c:17]23)[cH:27][cH:28]1)[F:29]. Reactants: C(C)(C)(C)N (tertiarybutylamine), ClCCOC(C)O (2-chloroethoxyethanol), [OH-].[K+] (KOH). Run in C(C)O (ethanol). Reaction conditions: temperature 60 celsius, time 5 day. Yields the product C(C)(C)(C)NCCOC(C)O (tertiarybutylaminoethoxyethanol). Yield: 75.6%. As a reaction SMILES: [C:1]([NH2:5])([CH3:4])([CH3:3])[CH3:2].Cl[CH2:7][CH2:8][O:9][CH:10]([OH:12])[CH3:11].[OH-].[K+]>C(O)C>[C:1]([NH:5][CH2:7][CH2:8][O:9][CH:10]([OH:12])[CH3:11])([CH3:4])([CH3:3])[CH3:2] |f:2.3|. Procedure details: 736 g of tertiarybutylamine and 500 g of 2-chloroethoxyethanol were placed in 2 liters of ethanol and heated at 60° C. overnight. The temperature was then gradually raised to 80° C. and held for 5 days. The reaction mixture was cooled to 50° C. and then treated with 247 g of KOH. After 1 hour at refluxing the reaction was cooled, filtered, vacuum stripped and distilled. The yield of the distilled product, which calculates as a 75.6% yield, was 491 g, and it had a b.p. of 117° C. at 10 mm. Analys... Reactants: C(C)OC(=O)C1=C(C2=C(C(=N1)CC(=C)C)N=C(S2)C2=CC=CC=C2)O (7-hydroxy-4-(2-methyl-allyl)-2-phenyl-thiazolo[4,5-c]pyridine-6-carboxylic acid ethyl ester). The reagents and catalysts are [Pd] (Pd/C). Run in C(C)(=O)OCC (ethyl acetate), C(C)O (ethanol), C(=O)O (formic acid). Yields the product C(C)OC(=O)C1=C(C2=C(C(=N1)CC(C)C)N=C(S2)C2=CC=CC=C2)O (7-Hydroxy-4-isobutyl-2-phenyl-thiazolo[4,5-c]pyridine-6-carboxylic acid ethyl ester). Isolated yield 27.3%. RXN SMILES: [CH2:1]([O:3][C:4]([C:6]1[N:11]=[C:10]([CH2:12][C:13]([CH3:15])=[CH2:14])[C:9]2[N:16]=[C:17]([C:19]3[CH:24]=[CH:23][CH:22]=[CH:21][CH:20]=3)[S:18][C:8]=2[C:7]=1[OH:25])=[O:5])[CH3:2]>C(OCC)(=O)C.C(O)C.C(O)=O.[Pd]>[CH2:1]([O:3][C:4]([C:6]1[N:11]=[C:10]([CH2:12][CH:13]([CH3:15])[CH3:14])[C:9]2[N:16]=[C:17]([C:19]3[CH:20]=[CH:21][CH:22]=[CH:23][CH:24]=3)[S:18][C:8]=2[C:7]=1[OH:25])=[O:5])[CH3:2]. Reported procedure: A mixture of 7-hydroxy-4-(2-methyl-allyl)-2-phenyl-thiazolo[4,5-c]pyridine-6-carboxylic acid ethyl ester (128 mg, 0.36 mmole) and 10% Pd/C (100 mg) in ethyl acetate (12 ml), ethanol (3 ml) and formic acid (15 μl) was hydrogenated at 20 psi for a week before it was filtered, concentrated and partitioned between ethyl acetate and saturated aqueous sodium bicarbonate. The sodium bicarbonate layer was washed with dichloromethane. The organic layer was combined and washed with brine, dried over anhyd... Starting materials: C1(=CC=CC=C1)C(N1C=NC(=C1)CCCO)(C1=CC=CC=C1)C1=CC=CC=C1 (3-(1-triphenylmethyl-1H-imidazol-4-yl)propanol), FC1=CC=C(C(=O)C2=CC=C(C=C2)O)C=C1 (4-fluoro-4′-hydroxybenzophenone). Product: FC1=CC=C(C=C1)C(=O)C1=CC=C(C=C1)OCCCC=1N=CNC1 (4-(3-(1H-Imidazol-4-yl)propyloxy)phenyl 4-fluorophenyl ketone). RXN SMILES: C1(C(C2C=CC=CC=2)(C2C=CC=CC=2)[N:8]2[CH:12]=[C:11]([CH2:13][CH2:14][CH2:15]O)[N:10]=[CH:9]2)C=CC=CC=1.[F:29][C:30]1[CH:44]=[CH:43][C:33]([C:34]([C:36]2[CH:41]=[CH:40][C:39]([OH:42])=[CH:38][CH:37]=2)=[O:35])=[CH:32][CH:31]=1>>[F:29][C:30]1[CH:44]=[CH:43][C:33]([C:34]([C:36]2[CH:41]=[CH:40][C:39]([O:42][CH2:15][CH2:14][CH2:13][C:11]3[N:10]=[CH:9][NH:8][CH:12]=3)=[CH:38][CH:37]=2)=[O:35])=[CH:32][CH:31]=1. Reported procedure: 5 mmol of 3-(1-triphenylmethyl-1H-imidazol-4-yl)propanol and 5 mmol of 4-fluoro-4′-hydroxybenzophenone are treated as described in Example 76. The yield is 98.9%. The reactants are [BH4-].[Na+] (Sodium borohydride), CO (MeOH), COC(CCCCCCN1C(CCCC1\C=C\C(CCCCC)=O)=O)=O (7-[2-oxo-6-((E)-3-oxo-oct-1-enyl)-piperidin-1-yl]-heptanoic acid methyl ester). Conditions: time 3 hour. Yields the product COC(CCCCCCN1C(CCCC1=O)\C=C\C(CCCCC)O)=O (7-[2-((E)-3-hydroxy-oct-1-enyl)-6-oxo-piperidin-1-yl]-heptanoic acid methyl ester). Reaction SMILES: [BH4-].[Na+].CO.[CH3:5][O:6][C:7](=[O:30])[CH2:8][CH2:9][CH2:10][CH2:11][CH2:12][CH2:13][N:14]1[CH:19](/[CH:20]=[CH:21]/[C:22](=[O:28])[CH2:23][CH2:24][CH2:25][CH2:26][CH3:27])[CH2:18][CH2:17][CH2:16][C:15]1=[O:29]>C(Cl)Cl>[CH3:5][O:6][C:7](=[O:30])[CH2:8][CH2:9][CH2:10][CH2:11][CH2:12][CH2:13][N:14]1[C:15](=[O:29])[CH2:16][CH2:17][CH2:18][CH:19]1/[CH:20]=[CH:21]/[CH:22]([OH:28])[CH2:23][CH2:24][CH2:25][CH2:26][CH3:27] |f:0.1|. Procedure details: Sodium borohydride (42 mg, 1.10 mmol), followed by MeOH (0.38 mL), was added to a solution of 7-[2-oxo-6-((E)-3-oxo-oct-1-enyl)-piperidin-1-yl]-heptanoic acid methyl ester (40 mg, 0.11 mmol) in CH2Cl2 (1.13 mL) at 0° C. The mixture was allowed to warm to rt. After 3 h at rt, the reaction was quenched with aqueous HCl (1.0 M) and extracted with EtOAc (3×10 mL). The combined organic phase was washed with brine (20 mL) then dried (Na2SO4), filtered and concentrated in vacuo to afford 40 mg (99%) of... Solvent: C(Cl)Cl (CH2Cl2). Reactants: ClC1=C2C(CCSC2=C(C=C1C(=O)OCC)F)=O (5-chloro-6-ethoxycarbonyl-8-fluorothiochroman-4-one), ( VIII ), Cl (hydrochloric acid), [Cl-].[Na+] (sodium chloride), [BH4-].[Na+] (sodium borohydride), ( IX ). The solvent is ClCCl (dichloromethane), CO (methanol). The product is OC1CCSC2=C(C=C(C(=C12)Cl)C(=O)OCC)F (4-hydroxy-5-chloro-6-ethoxycarbonyl-8-flurothiochroman). The yield is 39.0%. Reaction SMILES: [Cl:1][C:2]1[C:11]([C:12]([O:14][CH2:15][CH3:16])=[O:13])=[CH:10][C:9]([F:17])=[C:8]2[C:3]=1[C:4](=[O:18])[CH2:5][CH2:6][S:7]2.[Cl-].[Na+].[BH4-].[Na+].Cl>ClCCl.CO>[OH:18][CH:4]1[C:3]2[C:8](=[C:9]([F:17])[CH:10]=[C:11]([C:12]([O:14][CH2:15][CH3:16])=[O:13])[C:2]=2[Cl:1])[S:7][CH2:6][CH2:5]1 |f:1.2,3.4|. Procedure: 30 ml of methanol and 20 ml of dichloromethane were added to 7.4 g (25.6 mmol) of 5-chloro-6-ethoxycarbonyl-8-fluorothiochroman-4-one (corresponding to compound of the formula (VIII)). While the mixture was maintained at a temperature not exceeding 0° C. with a sodium chloride aqueous solution and an ice bath, 0.97 g (25.6 mmol) of sodium borohydride as a reducing agent was gradually added. The mixture was allowed to react at room temperature for 3 hours, and then the reaction mixture was poured... Starting materials: CO, O=[N+]([O-])c1cnc(OCCCN2CCCCC2)nc1. The product is Nc1cnc(OCCCN2CCCCC2)nc1. RXN SMILES: [CH3:20][OH:21].[N+:1]([O-:2])(=[O:3])[c:4]1[cH:5][n:6][c:7]([O:10][CH2:11][CH2:12][CH2:13][N:14]2[CH2:15][CH2:16][CH2:17][CH2:18][CH2:19]2)[n:8][cH:9]1>>[NH2:1][c:4]1[cH:5][n:6][c:7]([O:10][CH2:11][CH2:12][CH2:13][N:14]2[CH2:15][CH2:16][CH2:17][CH2:18][CH2:19]2)[n:8][cH:9]1.